From a dataset of the Open Reaction Database (ORD), a public repository of structured organic reaction records. describe an organic reaction: reactants, conditions, products, and yield RXN SMILES: [CH2:1]([O:3][P:4]([C:9]([P:11](=[O:18])([O:15][CH2:16][CH3:17])[O:12][CH2:13][CH3:14])=[CH2:10])(=[O:8])[O:5][CH2:6][CH3:7])[CH3:2].COC1C=CC2N=C(N[C:29](=O)[CH2:30][C:31](=[O:38])[C:32]3[CH:37]=[CH:36][CH:35]=[CH:34][CH:33]=3)SC=2C=1>>[CH2:16]([O:15][P:11]([CH:9]([P:4](=[O:8])([O:5][CH2:6][CH3:7])[O:3][CH2:1][CH3:2])[CH2:10][CH:30]([CH3:29])[C:31](=[O:38])[C:32]1[CH:37]=[CH:36][CH:35]=[CH:34][CH:33]=1)(=[O:18])[O:12][CH2:13][CH3:14])[CH3:17]. Starting materials: C(C)OP(OCC)(=O)C(=C)P(OCC)(OCC)=O (Ethenylidenebisphosphonic acid tetraethyl ester), COC1=CC2=C(N=C(S2)NC(CC(C2=CC=CC=C2)=O)=O)C=C1 (N-(6-methoxybenzothiazol -2-yl)-3-oxo-3-phenylpropanamide). Yields the product C(C)OP(OCC)(=O)C(CC(C(C1=CC=CC=C1)=O)C)P(OCC)(OCC)=O ((3-Methyl4-oxo-4-phenylbutylidene)bisphosphonic acid tetraethyl ester). Reported procedure: Ethenylidenebisphosphonic acid tetraethyl ester (I) and propiophenone (II), MS (m/e) 434, 392, 329, 297, 288, 261,243, 152, 132 and 105; IR (neat) 2983, 1682, 1253, 1027 and 970 cm-1 ; NMR (CDCl3) 8.03, 7.57, 7.47, 4.1, 2.4, 2.0 and 1.29 δ; CMR (CDCl3) 203, 136, 133, 128.6, 128.5, 62, 38, 34, 29, 17 and 16 δ.